This data is from the Open Reaction Database (ORD), a public repository of structured organic reaction records. The task is: describe an organic reaction: reactants, conditions, products, and yield The reactants are ClC1=C(OC2=C(C=C(C=C2)[N+](=O)[O-])F)C=C(C=C1)Cl (1-(2,5-dichloro-phenoxy)-2-fluoro-4-nitro-benzene), [Sn](Cl)(Cl)(Cl)Cl (tin chloride), C([O-])(O)=O.[Na+] (sodium bicarbonate). Solvent: C(C)O (ethanol). Reaction conditions: temperature 70 celsius, time 4 hour. The product is ClC1=C(OC2=C(C=C(C=C2)N)F)C=C(C=C1)Cl (4-(2,5-Dichloro-phenoxy)-3-fluoro-phenylamine). RXN SMILES: [Cl:1][C:2]1[CH:18]=[CH:17][C:16]([Cl:19])=[CH:15][C:3]=1[O:4][C:5]1[CH:10]=[CH:9][C:8]([N+:11]([O-])=O)=[CH:7][C:6]=1[F:14].[Sn](Cl)(Cl)(Cl)Cl.C(=O)(O)[O-].[Na+]>C(O)C>[Cl:1][C:2]1[CH:18]=[CH:17][C:16]([Cl:19])=[CH:15][C:3]=1[O:4][C:5]1[CH:10]=[CH:9][C:8]([NH2:11])=[CH:7][C:6]=1[F:14] |f:2.3|. Reported procedure: A mixture of 1-(2,5-dichloro-phenoxy)-2-fluoro-4-nitro-benzene (0.5 g, 1.7 mmol) and tin chloride (1.57 g, 8.3 mmol) in 30 ml of anhydrous ethanol was heated to 70° C. under argon and stirred for 4 hours. The solution was allowed to cool and then poured into ice. The solution was made slightly basic (pH 7-8) by addition of saturated aqueous sodium bicarbonate solution, then extracted with ethyl acetate. The organic phase was thoroughly washed with brine and dried treated with anhydrous sodium su... Reactants: NCCCCN1C(=NC=2C(=NC=3C=CC=CC3C21)N)C (1-(4-aminobutyl)-2-methyl-1H-imidazo[4,5-c]quinolin-4-amine), C(CCC)(=O)Cl (butyryl chloride). Yields the product NC1=NC=2C=CC=CC2C2=C1N=C(N2CCCCNC(CCC)=O)C (N-[4-(4-amino-2-methyl-1H-imidazo[4,5-c]quinolin-1-yl)butyl]butanamide). The yield is 51.8%. Reaction SMILES: [NH2:1][CH2:2][CH2:3][CH2:4][CH2:5][N:6]1[C:18]2[C:17]3[CH:16]=[CH:15][CH:14]=[CH:13][C:12]=3[N:11]=[C:10]([NH2:19])[C:9]=2[N:8]=[C:7]1[CH3:20].[C:21](Cl)(=[O:25])[CH2:22][CH2:23][CH3:24]>>[NH2:19][C:10]1[C:9]2[N:8]=[C:7]([CH3:20])[N:6]([CH2:5][CH2:4][CH2:3][CH2:2][NH:1][C:21](=[O:25])[CH2:22][CH2:23][CH3:24])[C:18]=2[C:17]2[CH:16]=[CH:15][CH:14]=[CH:13][C:12]=2[N:11]=1. Procedure details: Using the general method of Example 197, 1-(4-aminobutyl)-2-methyl-1H-imidazo[4,5-c]quinolin-4-amine (1.00 g, 3.7 mmol) was reacted with butyryl chloride (0.43 mL, 4.1 mmol) to provide 0.65 g of N-[4-(4-amino-2-methyl-1H-imidazo[4,5-c]quinolin-1-yl)butyl]butanamide as an off white solid, m.p. 169.4-170.5° C. Starting materials: CS(=O)(=O)c1ccc(-c2cnn(Cc3ccccc3)c(=O)c2Oc2ccc(F)cc2)cc1, Cc1ccccc1. Yields the product CS(=O)(=O)c1ccc(-c2cn[nH]c(=O)c2Oc2ccc(F)cc2)cc1. As a reaction SMILES: [CH2:1]([c:2]1[cH:3][cH:4][cH:5][cH:6][cH:7]1)[n:8]1[n:9][cH:10][c:11](-[c:23]2[cH:24][cH:25][c:26]([S:29](=[O:30])(=[O:31])[CH3:32])[cH:27][cH:28]2)[c:12]([O:15][c:16]2[cH:17][cH:18][c:19]([F:22])[cH:20][cH:21]2)[c:13]1=[O:14].[CH3:33][c:34]1[cH:35][cH:36][cH:37][cH:38][cH:39]1>>[nH:8]1[n:9][cH:10][c:11](-[c:23]2[cH:24][cH:25][c:26]([S:29](=[O:30])(=[O:31])[CH3:32])[cH:27][cH:28]2)[c:12]([O:15][c:16]2[cH:17][cH:18][c:19]([F:22])[cH:20][cH:21]2)[c:13]1=[O:14].